Task: describe an organic reaction: reactants, conditions, products, and yield. Dataset: the Open Reaction Database (ORD), a public repository of structured organic reaction records The reactants are NC1=NC=C(C=C1)C1=CC=CC=C1 (2-amino-5-phenylpyridine), C(C)OC=C(C(=O)OCC)C#N (ethyl ethoxymethylenecyanoacetate). Conditions: time 15 minute. The product is C(#N)C(C(=O)OCC)=CNC1=NC=C(C=C1)C1=CC=CC=C1 (Ethyl 2-Cyano-3-(5-phenyl-2-pyridylamino)acrylate). Isolated yield 63.4%. RXN SMILES: [NH2:1][C:2]1[CH:7]=[CH:6][C:5]([C:8]2[CH:13]=[CH:12][CH:11]=[CH:10][CH:9]=2)=[CH:4][N:3]=1.C(O[CH:17]=[C:18]([C:24]#[N:25])[C:19]([O:21][CH2:22][CH3:23])=[O:20])C>>[C:24]([C:18](=[CH:17][NH:1][C:2]1[CH:7]=[CH:6][C:5]([C:8]2[CH:13]=[CH:12][CH:11]=[CH:10][CH:9]=2)=[CH:4][N:3]=1)[C:19]([O:21][CH2:22][CH3:23])=[O:20])#[N:25]. Procedure details: A mixture of 2-amino-5-phenylpyridine (1.19 g., 6.99 mmoles) and ethyl ethoxymethylenecyanoacetate (1.18 g., 6.99 mmoles) was fused at an oil bath temperature of 100° for 15 minutes. The product was recrystallized from toluene to give the title compound (1.3 g.), m.p. 126°-134°. An additional crop of product (0.3 g.), m.p. 119°-126° was obtained from the mother liquors. Total yield of product, 1.6 g. (78%). Starting materials: Br, CCOC(=O)c1csc(N)n1, O=N[O-], [Na+], O. Product: CCOC(=O)c1csc(Br)n1. RXN SMILES: [BrH:1].[CH2:2]([CH3:3])[O:4][C:5](=[O:6])[c:7]1[n:8][c:9]([NH2:12])[s:10][cH:11]1.[N:13]([O-:14])=[O:15].[Na+:16].[OH2:17]>>[Br:1][c:9]1[n:8][c:7]([C:5]([O:4][CH2:2][CH3:3])=[O:6])[cH:11][s:10]1. Starting materials: C(=O)(OC(C)(C)C)NCCCCCC(=O)O (N-Boc-6-aminocaproic acid), O (water), NC=1C=CC=2N(C3=CC=CC=C3C2C1)CC (3-amino-9-ethylcarbazole), CCN=C=NCCCN(C)C.Cl (WSC hydrochloride). The solvent is CN(C=O)C (dimethylformamide). Reaction conditions: time 3.5 hour. The product is C(=O)(OC(C)(C)C)NCCCCCC(=O)NC=1C=CC=2N(C3=CC=CC=C3C2C1)CC (3-(N-Boc-6-aminocaproyl)amino-9-ethylcarbazole). Yield: 74.2%. Reaction SMILES: [C:1]([NH:8][CH2:9][CH2:10][CH2:11][CH2:12][CH2:13][C:14]([OH:16])=O)([O:3][C:4]([CH3:7])([CH3:6])[CH3:5])=[O:2].[NH2:17][C:18]1[CH:19]=[CH:20][C:21]2[N:22]([CH2:31][CH3:32])[C:23]3[C:28]([C:29]=2[CH:30]=1)=[CH:27][CH:26]=[CH:25][CH:24]=3.CCN=C=NCCCN(C)C.Cl.O>CN(C)C=O>[C:1]([NH:8][CH2:9][CH2:10][CH2:11][CH2:12][CH2:13][C:14]([NH:17][C:18]1[CH:19]=[CH:20][C:21]2[N:22]([CH2:31][CH3:32])[C:23]3[C:28]([C:29]=2[CH:30]=1)=[CH:27][CH:26]=[CH:25][CH:24]=3)=[O:16])([O:3][C:4]([CH3:5])([CH3:6])[CH3:7])=[O:2] |f:2.3|. Reported procedure: N-Boc-6-aminocaproic acid (7.58 g) prepared by the method described in a Journal of Medicinal Chemistry (J. Med. Chem., 35, p.272 (1993)) and 7.58 g of 3-amino-9-ethylcarbazole were dissolved in 75 mL of dimethylformamide, and the solution was added with 10.4 g WSC hydrochloride and stirred at room temperature for 3.5 hours. The reaction mixture was added with water and extracted with ethyl acetate. The organic layer was washed with 1 N aqueous sodium hydroxide, 10% aqueous citric acid and satur... Starting materials: FC1=C(C=CC=C1F)Br (2,3-difluorobromobenzene), C(CCC)[Li] (n-butyl lithium), FC(C(=O)NC=1N=C2N(C=C(C=C2)C(N(OC)C)=O)C1C1=CC=CC=C1)(F)F (2-trifluoroacetamido-3-phenyl-6-(N-methyl-N-methoxycarbamoyl)imidazo[1,2-a]pyridine), [NH4+].[Cl-] (NH4Cl). Solvent: C1CCOC1 (THF), C1CCOC1 (THF). Reaction conditions: time 70 minute. The product is FC(C(=O)NC=1N=C2N(C=C(C=C2)C(C2=C(C(=CC=C2)F)F)=O)C1C1=CC=CC=C1)(F)F (2-Trifluoroacetamido-3-phenyl-6-(2,3-difluorobenzoyl)-imidazo[1,2-a]pyridine). The yield is 68.4%. As a reaction SMILES: [F:1][C:2]1[C:7]([F:8])=[CH:6][CH:5]=[CH:4][C:3]=1Br.C([Li])CCC.[F:15][C:16]([F:42])([F:41])[C:17]([NH:19][C:20]1[N:21]=[C:22]2[CH:27]=[CH:26][C:25]([C:28](=[O:33])N(C)OC)=[CH:24][N:23]2[C:34]=1[C:35]1[CH:40]=[CH:39][CH:38]=[CH:37][CH:36]=1)=[O:18].[NH4+].[Cl-]>C1COCC1>[F:42][C:16]([F:15])([F:41])[C:17]([NH:19][C:20]1[N:21]=[C:22]2[CH:27]=[CH:26][C:25]([C:28](=[O:33])[C:3]3[CH:4]=[CH:5][CH:6]=[C:7]([F:8])[C:2]=3[F:1])=[CH:24][N:23]2[C:34]=1[C:35]1[CH:36]=[CH:37][CH:38]=[CH:39][CH:40]=1)=[O:18] |f:3.4|. Procedure details: To a solution of 2,3-difluorobromobenzene (471 ml, 4.206 mmol) in dry THF (20 mL) was added a solution of n-butyl lithium (1.6M in hexanes, 2.63 mL) at −78° C. The resulting yellow solution was stirred at the same temperature for 70 minutes, then a solution of 2-trifluoroacetamido-3-phenyl-6-(N-methyl-N-methoxycarbamoyl)imidazo[1,2-a]pyridine (0.500 g, 1.28 mmol) in dry THF (20 mL), was added dropwise via a cannula. The red-orange solution was allowed to warm over 60 minutes. Saturated NH4Cl was... The product is CC(C)(C)c1ccc(CCCC(O)CCCc2ccccc2)c(CO[SiH](c2ccccc2)c2ccccc2)c1. RXN SMILES: [Br-:31].[C:1]([CH3:2])([CH3:3])([CH3:4])[c:5]1[cH:6][c:7]([CH2:16][O:17][SiH:18]([c:19]2[cH:20][cH:21][cH:22][cH:23][cH:24]2)[c:25]2[cH:26][cH:27][cH:28][cH:29][cH:30]2)[c:8]([CH2:11][CH2:12][CH2:13][CH:14]=[O:15])[cH:9][cH:10]1.[CH2:42]1[O:43][CH2:44][CH2:45][CH2:46]1.[c:32]1([CH2:38][CH2:39][CH2:40][Mg+:41])[cH:33][cH:34][cH:35][cH:36][cH:37]1>>[C:1]([CH3:2])([CH3:3])([CH3:4])[c:5]1[cH:6][c:7]([CH2:16][O:17][SiH:18]([c:19]2[cH:20][cH:21][cH:22][cH:23][cH:24]2)[c:25]2[cH:26][cH:27][cH:28][cH:29][cH:30]2)[c:8]([CH2:11][CH2:12][CH2:13][CH:14]([OH:15])[CH2:40][CH2:39][CH2:38][c:32]2[cH:33][cH:34][cH:35][cH:36][cH:37]2)[cH:9][cH:10]1. Starting materials: [Br-], CC(C)(C)c1ccc(CCCC=O)c(CO[SiH](c2ccccc2)c2ccccc2)c1, C1CCOC1, [Mg+]CCCc1ccccc1. The reactants are Cl.O\N=C(/C(=O)OCC)\C=1N=C(SC1)NC(C1=CC=CC=C1)(C1=CC=CC=C1)C1=CC=CC=C1 (Ethyl (Z)-2-hydroxyimino-2-(2-tritylaminothiazol-4-yl)acetate hydrochloride), [OH-].[Na+] (sodium hydroxide), Cl (hydrochloric acid), O (water). Run in O1CCOCC1 (dioxane). Run at time 12 hour. Yields the product O\N=C(/C(=O)O)\C=1N=C(SC1)NC(C1=CC=CC=C1)(C1=CC=CC=C1)C1=CC=CC=C1 ((Z)-2-Hydroxyimino-2-(2-tritylaminothiazol-4-yl) acetic acid). Isolated yield 96.6%. Reaction SMILES: Cl.[OH:2]/[N:3]=[C:4](/[C:10]1[N:11]=[C:12]([NH:15][C:16]([C:29]2[CH:34]=[CH:33][CH:32]=[CH:31][CH:30]=2)([C:23]2[CH:28]=[CH:27][CH:26]=[CH:25][CH:24]=2)[C:17]2[CH:22]=[CH:21][CH:20]=[CH:19][CH:18]=2)[S:13][CH:14]=1)\[C:5]([O:7]CC)=[O:6].[OH-].[Na+].O.Cl>O1CCOCC1>[OH:2]/[N:3]=[C:4](/[C:10]1[N:11]=[C:12]([NH:15][C:16]([C:23]2[CH:28]=[CH:27][CH:26]=[CH:25][CH:24]=2)([C:17]2[CH:18]=[CH:19][CH:20]=[CH:21][CH:22]=2)[C:29]2[CH:34]=[CH:33][CH:32]=[CH:31][CH:30]=2)[S:13][CH:14]=1)\[C:5]([OH:7])=[O:6] |f:0.1,2.3|. Procedure details: Ethyl (Z)-2-hydroxyimino-2-(2-tritylaminothiazol-4-yl)acetate hydrochloride (5 g) as a suspension in dioxane (50ml) was treated at room temperature with 1M aqueous sodium hydroxide (23 ml). After stirring for 12 h, water (50 ml) was added. The pH was adjusted to 1-2 with dilute hydrochloric acid. The resulting precipitate was filtered off, washed with water and dried over P2O5 to give the title compound (4.2 g) as a white solid; δH ((CD3)2SO) 6.73 (1H, s), 7.30 (15H, s). Reactants: [H-].[Al+3].[Li+].[H-].[H-].[H-] (lithium aluminum hydride), COC=1C=C2CCCC(C2=CC1)(C#N)O[Si](C)(C)C (6-methoxy-1-(trimethylsilanyloxy)-1,2,3,4-tetrahydronaphthalene-1-carbonitrile), O1CCCC1 (tetrahydrofuran), O1CCCC1 (tetrahydrofuran), [F-].[Na+] (sodium fluoride), O (water). Run at time 2 hour. Product: NCC1(CCCC2=C(C=CC=C12)OC)O (1-aminomethyl-5-methoxy-1,2,3,4-tetrahydronaphthalen-1-ol). As a reaction SMILES: [H-].[Al+3].[Li+].[H-].[H-].[H-].CO[C:9]1[CH:10]=[C:11]2[C:16](=[CH:17][CH:18]=1)[C:15]([O:21][Si](C)(C)C)([C:19]#[N:20])[CH2:14][CH2:13][CH2:12]2.[F-].[Na+].O.[O:29]1CCC[CH2:30]1>>[NH2:20][CH2:19][C:15]1([OH:21])[C:16]2[C:11](=[C:10]([O:29][CH3:30])[CH:9]=[CH:18][CH:17]=2)[CH2:12][CH2:13][CH2:14]1 |f:0.1.2.3.4.5,7.8|. Reported procedure: Under nitrogen, to the slurry of lithium aluminum hydride (11.4 g) in tetrahydrofuran (200 ml) was added 6-methoxy-1-(trimethylsilanyloxy)-1,2,3,4-tetrahydronaphthalene-1-carbonitrile (41.3 g) in tetrahydrofuran (200 ml) dropwise at 5° C., and the mixture was stirred at the same temperature for 1 hour and at room temperature for 2 hours. To the mixture were added sodium fluoride (12.6 g) and water (16.2 ml) at 5° C., and the mixture was vigorously stirred at room temperature for 30 minutes. The ...